From a dataset of the Open Reaction Database (ORD), a public repository of structured organic reaction records. describe an organic reaction: reactants, conditions, products, and yield Starting materials: [C+4], CO, O=C(CN1CCCCC1=O)OCc1ccccc1, [OH-], [OH-], [OH-], [OH-], [OH-], [OH-], [Pd+2]. Product: O=C(O)CN1CCCCC1=O. As a reaction SMILES: [C+4:21].[CH3:19][OH:20].[O:1]=[C:2]1[N:3]([CH2:8][C:9](=[O:10])[O:11][CH2:12][c:13]2[cH:14][cH:15][cH:16][cH:17][cH:18]2)[CH2:4][CH2:5][CH2:6][CH2:7]1.[OH-:22].[OH-:24].[OH-:25].[OH-:26].[OH-:27].[OH-:28].[Pd+2:23]>>[O:1]=[C:2]1[N:3]([CH2:8][C:9](=[O:10])[OH:11])[CH2:4][CH2:5][CH2:6][CH2:7]1. The reactants are N1=CNC(C2=C1SC1=C2CCCC1)=O (5,6,7,8-Tetrahydrobenzothieno[2,3-d]pyrimidin-4(3H)-one), ( 5 ), C[O-].[Na+] (sodium methoxide), ( 4-A09 ), FC1=C(C=CC(=C1)F)C1(OC1)CN1N=CN=C1 (1[[2-(2,4-difluorophenyl)oxiranyl]methyl]-1H-1,2,4-triazole). The solvent is C(C)(C)(C)O (t-butanol). Isolated yield 60.0%. Yields the product FC1=C(C=CC(=C1)F)C(CN1C=NC2=C(C1=O)C1=C(S2)CCCC1)(CN1N=CN=C1)O (3-[2-(2,4-Difluorophenyl)-2-hydroxy-3-[1,2,4]triazol-1-yl-propyl]-5,6,7,8-tetrahydrobenzothieno[2,3-d]pyrimidin-4(3H)-one). As a reaction SMILES: [N:1]1[C:6]2[S:7][C:8]3[CH2:13][CH2:12][CH2:11][CH2:10][C:9]=3[C:5]=2[C:4](=[O:14])[NH:3][CH:2]=1.[F:15][C:16]1[CH:21]=[C:20]([F:22])[CH:19]=[CH:18][C:17]=1[C:23]1([CH2:26][N:27]2[CH:31]=[N:30][CH:29]=[N:28]2)[CH2:25][O:24]1.C[O-].[Na+]>C(O)(C)(C)C>[F:15][C:16]1[CH:21]=[C:20]([F:22])[CH:19]=[CH:18][C:17]=1[C:23]([OH:24])([CH2:26][N:27]1[CH:31]=[N:30][CH:29]=[N:28]1)[CH2:25][N:3]1[C:4](=[O:14])[C:5]2[C:9]3[CH2:10][CH2:11][CH2:12][CH2:13][C:8]=3[S:7][C:6]=2[N:1]=[CH:2]1 |f:2.3|. Procedure: 5,6,7,8-Tetrahydrobenzothieno[2,3-d]pyrimidin-4(3H)-one of Formula (4-A09) (1.0 g, 4.8 mmole), 1[[2-(2,4-difluorophenyl)oxiranyl]methyl]-1H-1,2,4-triazole of the Formula (5) (1.38 g, 5.8 mmole) and sodium methoxide (0.31 g, 5.8 mmole), were taken in two neck round bottom flask under inert atmosphere, dry t-butanol (30 ml) was added to the above reaction mixture and the mixture was stirred under reflux for 12 hours. t-Butanol was removed on rotavapor, water (20 ml) was added to the reaction mixtu... The reactants are [N+](=O)([O-])C1=CC=2C(C3=CC(=CC=C3C2C=C1)[N+](=O)[O-])=CC(=O)NCCCCCC(=O)NC1=C(C=CC=C1)N (6-(2-(2,7-dinitro-9H-fluoren-9-ylidene)acetamido)-N-(2-aminophenyl)-hexanamide), [H][H] (hydrogen). Reagents/catalysts: [Pd] (palladium on charcoal). Solvent: CO (methanol). The product is NC1=CC=2C(C3=CC(=CC=C3C2C=C1)N)=CC(=O)NCCCCCC(=O)NC1=C(C=CC=C1)N (6-(2-(2,7-diamino-9H-fluoren-9-ylidene)acetamido)-N-(2-aminophenyl)hexanamide). Yield: 95.9%. As a reaction SMILES: [N+:1]([C:4]1[CH:16]=[CH:15][C:14]2[C:13]3[C:8](=[CH:9][C:10]([N+:17]([O-])=O)=[CH:11][CH:12]=3)[C:7](=[CH:20][C:21]([NH:23][CH2:24][CH2:25][CH2:26][CH2:27][CH2:28][C:29]([NH:31][C:32]3[CH:37]=[CH:36][CH:35]=[CH:34][C:33]=3[NH2:38])=[O:30])=[O:22])[C:6]=2[CH:5]=1)([O-])=O.[H][H]>CO.[Pd]>[NH2:17][C:10]1[CH:11]=[CH:12][C:13]2[C:14]3[C:6](=[CH:5][C:4]([NH2:1])=[CH:16][CH:15]=3)[C:7](=[CH:20][C:21]([NH:23][CH2:24][CH2:25][CH2:26][CH2:27][CH2:28][C:29]([NH:31][C:32]3[CH:37]=[CH:36][CH:35]=[CH:34][C:33]=3[NH2:38])=[O:30])=[O:22])[C:8]=2[CH:9]=1. Reported procedure: To a solution of 6-(2-(2,7-dinitro-9H-fluoren-9-ylidene)acetamido)-N-(2-aminophenyl)-hexanamide (515 mg, 1 mmol) in methanol (20 ml) was added 5% palladium on charcoal (0.50 g). Then the mixture was stirred under an atmosphere of hydrogen at room temperature until hydrogen uptake ceased. The solution was filtered through celite, and the filtrate was evaporated under vacuum to give the title compound (437 mg, 96% yield) as a white solid. LC-MS (m/z) 456 (M+1). Starting materials: C1(=CC=CC=C1)N1CCNCC1 (4-phenylpiperazine), ClCCCC1=NOC2=C1C=CC(=C2)F (3-(3-chloropropyl)-6-fluoro-1,2-benzisoxazole), C([O-])(O)=O.[Na+] (sodium bicarbonate), CN(C=O)C (dimethylformamide), [I-].[K+] (potassium iodide). Reaction conditions: temperature 100 celsius. Product: C(C(=O)O)(=O)O.FC1=CC2=C(C(=NO2)CCCN2CCN(CC2)C2=CC=CC=C2)C=C1 (1-[3-(6-Fluoro-1,2-benzisoxazol-3-yl)propyl]-4-phenylpiperazine oxalate). Reaction SMILES: [C:1]1([N:7]2[CH2:12][CH2:11][NH:10][CH2:9][CH2:8]2)[CH:6]=[CH:5][CH:4]=[CH:3][CH:2]=1.Cl[CH2:14][CH2:15][CH2:16][C:17]1[C:21]2[CH:22]=[CH:23][C:24]([F:26])=[CH:25][C:20]=2[O:19][N:18]=1.[C:27](=[O:30])([OH:29])[O-].[Na+].[I-].[K+].CN(C)C=[O:37]>>[C:20]([OH:19])(=[O:37])[C:27]([OH:29])=[O:30].[F:26][C:24]1[CH:23]=[CH:22][C:21]2[C:17]([CH2:16][CH2:15][CH2:14][N:10]3[CH2:11][CH2:12][N:7]([C:1]4[CH:6]=[CH:5][CH:4]=[CH:3][CH:2]=4)[CH2:8][CH2:9]3)=[N:18][O:19][C:20]=2[CH:25]=1 |f:2.3,4.5,7.8|. Procedure: To 35 ml of dry dimethylformamide was added 1.6 g of 4-phenylpiperazine, 2.1 g of 3-(3-chloropropyl)-6-fluoro-1,2-benzisoxazole, 8.0 g of sodium bicarbonate, and a few crystals of potassium iodide. The mixture was heated at 100° C. for three hrs, with stirring. The mixture was filtered and the filtrate was evaporated to an oil. The oil was stirred with 100 ml of water for five mins and then extracted with ether. The ether extract was washed with water (2×), saturated sodium chloride solution, an...